From a dataset of the Open Reaction Database (ORD), a public repository of structured organic reaction records. describe an organic reaction: reactants, conditions, products, and yield Starting materials: OC(C(CC(=O)C1=CC=CC=C1)C)C (4-hydroxy-3-methyl-pentanophenone), NN (hydrazine), C(=O)([O-])[O-].[K+].[K+] (potash). Solvent: C(COCCO)O (diethylene glycol). Reaction conditions: temperature 135 celsius. Yields the product C(CCCC)C1=CC(=C(C=C1)O)C (4-n-pentyl-2-methyl-phenol). Yield: 85.3%. RXN SMILES: O[CH:2]([CH3:14])[CH:3](C)[CH2:4][C:5]([C:7]1[CH:12]=[CH:11][CH:10]=[CH:9][CH:8]=1)=O.NN.[C:17]([O-:20])([O-])=O.[K+].[K+]>C(O)COCCO>[CH2:5]([C:7]1[CH:12]=[CH:11][C:17]([OH:20])=[C:9]([CH3:10])[CH:8]=1)[CH2:4][CH2:3][CH2:2][CH3:14] |f:2.3.4|. Reported procedure: 153.6 g (0.8 moles) of 4-hydroxy-3-methyl-pentanophenone are added to 500 ml of diethylene glycol, 120 g (3.8 moles) of hydrazine and 196 g (3.5 moles) of potash. The solution is refluxed at 135° C. in the mass for 2 hours and then the excess hydrozine and water are distilled until the temperature of the mass is 230° C. The solution is allowed to cool and then poured into 2.5 l of deionized water. It is then acidified with concentrated hydrochloric acid to pH1. The product precipitates. It is ex... Starting materials: ClCCCNC1=C(C=NC2=CC=CC=C12)N (N4-(3-chloropropyl)quinoline-3,4-diamine), C(CC)(OCC)(OCC)OCC (triethyl orthopropionate), Cl.N1=CC=CC=C1 (pyridine hydrochloride). The product is ClCCCN1C(=NC=2C=NC=3C=CC=CC3C21)CC (1-(3-chloropropyl)-2-ethyl-1H-imidazo[4,5-c]quinoline). Yield: 71.2%. RXN SMILES: [Cl:1][CH2:2][CH2:3][CH2:4][NH:5][C:6]1[C:15]2[C:10](=[CH:11][CH:12]=[CH:13][CH:14]=2)[N:9]=[CH:8][C:7]=1[NH2:16].[C:17](OCC)(OCC)(OCC)[CH2:18][CH3:19].Cl.N1C=CC=CC=1>>[Cl:1][CH2:2][CH2:3][CH2:4][N:5]1[C:6]2[C:15]3[CH:14]=[CH:13][CH:12]=[CH:11][C:10]=3[N:9]=[CH:8][C:7]=2[N:16]=[C:17]1[CH2:18][CH3:19] |f:2.3|. Reported procedure: Using the general method of Example 1 Part D, N4-(3-chloropropyl)quinoline-3,4-diamine (˜37.6 mmol) was cyclized using triethyl orthopropionate (7.96 g, 45.2 mmol) in the presence of pyridine hydrochloride (0.43 g). The crude product was purified by chromatography (silica gel eluting with 95/5 dichloromethane/methanol) to provide 7.33 g of 1-(3-chloropropyl)-2-ethyl-1H-imidazo[4,5-c]quinoline as a white solid. The reactants are C(C)OC(CCCCC1=CC2=CC(=C(C=C2C=C1)O)N1S(NC(C1)=O)(=O)=O)=O (5-[6-Hydroxy-7-(1,1,4-trioxo-1,2,5-thiadiazolidin-2-yl)-naphthalen-2-yl]-pentanoic acid ethyl ester), [OH-].[K+] (KOH). Run in CO.O (MeOH H2O). Reaction conditions: temperature 50 celsius, time 18 hour. The product is OC=1C=C2C=CC(=CC2=CC1N1S(NC(C1)=O)(=O)=O)CCCCC(=O)O (5-[6-Hydroxy-7-(1,1,4-trioxo-1,2,5-thiadiazolidin-2-yl)-naphthalen-2-yl]-pentanoic acid). Reaction SMILES: C([O:3][C:4](=[O:28])[CH2:5][CH2:6][CH2:7][CH2:8][C:9]1[CH:18]=[CH:17][C:16]2[C:11](=[CH:12][C:13]([N:20]3[CH2:24][C:23](=[O:25])[NH:22][S:21]3(=[O:27])=[O:26])=[C:14]([OH:19])[CH:15]=2)[CH:10]=1)C.[OH-].[K+]>CO.O>[OH:19][C:14]1[CH:15]=[C:16]2[C:11](=[CH:12][C:13]=1[N:20]1[CH2:24][C:23](=[O:25])[NH:22][S:21]1(=[O:27])=[O:26])[CH:10]=[C:9]([CH2:8][CH2:7][CH2:6][CH2:5][C:4]([OH:28])=[O:3])[CH:18]=[CH:17]2 |f:1.2,3.4|. Procedure: To a solution of 5-[6-hydroxy-7-(1,1,4-trioxo-[1,2,5]thiadiazolidin-2-yl)-naphthalen-2-yl]-pentanoic acid ethyl ester (Example 8, 0.025 g, 0.053 mmol) in MeOH/H2O (3 mL) is added KOH (0.009 g, 0.159 mmol). This is stirred at 50° C. for 18 h. LC/MS reveals the desired product, so the reaction solution is acidified using 1 N HCl, extracted with EtOAc. The organic layer is washed with brine, dried over MgSO4, filtered, and concentrated in vacuo to afford 5-[6-hydroxy-7-(1,1,4-trioxo-1,2,5-thiadiazo... Reactants: C(C)OC(=O)C1=NN(C(=C1)C)C=1C=C(C=CC1)C1=C(C=CC=C1)OC(F)(F)F (Ethyl-5-methyl-1-[2′-(trifluoromethoxy)-1,1′-biphenyl-3-yl]-1H-pyrazole-3-carboxylate), CC(C)C[AlH]CC(C)C (DIBAL-H), C1(=CC=CC=C1)C (toluene), [O-]S(=O)(=O)[O-].[Mg+2] (MgSO4), [NH4+].[Cl-] (NH4Cl). Solvent: ClCCl (dichloromethane), CO (methanol). Run at temperature 0 celsius, time 30 minute. Product: CC1=CC(=NN1C=1C=C(C=CC1)C1=C(C=CC=C1)OC(F)(F)F)CO ({5-Methyl-1-[2′-(trifluoromethoxy)-1,1′-biphenyl-3-yl]-1H-pyrazol-3-yl}methanol). The yield is 91.6%. Reaction SMILES: C([O:3][C:4]([C:6]1[CH:10]=[C:9]([CH3:11])[N:8]([C:12]2[CH:13]=[C:14]([C:18]3[CH:23]=[CH:22][CH:21]=[CH:20][C:19]=3[O:24][C:25]([F:28])([F:27])[F:26])[CH:15]=[CH:16][CH:17]=2)[N:7]=1)=O)C.CC(C[AlH]CC(C)C)C.C1(C)C=CC=CC=1.[O-]S([O-])(=O)=O.[Mg+2].[NH4+].[Cl-]>ClCCl.CO>[CH3:11][C:9]1[N:8]([C:12]2[CH:13]=[C:14]([C:18]3[CH:23]=[CH:22][CH:21]=[CH:20][C:19]=3[O:24][C:25]([F:27])([F:28])[F:26])[CH:15]=[CH:16][CH:17]=2)[N:7]=[C:6]([CH2:4][OH:3])[CH:10]=1 |f:3.4,5.6|. Procedure: To a cold (0° C.) solution of ethyl-5-methyl-1-[2′-(trifluoromethoxy)-1,1′-biphenyl-3-yl]1H-pyrazole-3-carboxylate (EXAMPLE 3) (1.1 g, 2.82 mmol) in anhydrous dichloromethane (10 mL) was added DIBAL-H in toluene solution (1.0M, 6.8 mL, 6.8 mmol). The reaction was stirred at 0° C. for 30 minutes, then 0.5 mL of methanol was added. The reaction was warmed up to room temperature, and stirred continuously for another 30 minutes. After the addition of 5 g of Celite and 5 g of anhydrous MgSO4, the sat... Reactants: [OH-].[Na+] (sodium hydroxide), P(=O)(Cl)(Cl)Cl (phosphorus oxychloride), CC1=C(C=2C(C(NNC2)=O)=N1)C (2,3-dimethyl-6,7-dihydropyrrolo[2,3-d]pyridazin-7-one), ice water. Yields the product ClC=1N=NC=C2C1NC(=C2C)C (7-chloro-2,3-dimethylpyrrolo[2,3-d]pyridazine). As a reaction SMILES: P(Cl)(Cl)([Cl:3])=O.[CH3:6][C:7]1[N:16]=[C:10]2[C:11](=O)[NH:12][NH:13][CH:14]=[C:9]2[C:8]=1[CH3:17].[OH-].[Na+]>>[Cl:3][C:11]1[N:12]=[N:13][CH:14]=[C:9]2[C:8]([CH3:17])=[C:7]([CH3:6])[NH:16][C:10]=12 |f:2.3|. Procedure: 45 ml of phosphorus oxychloride were added to 3.35 g (0.021 mole) of 2,3-dimethyl-6,7-dihydropyrrolo[2,3-d]pyridazin-7-one and the mixture was heated under reflux for 2 hours. After completion of the reaction, the reaction mixture was slowly poured into ice-water and the aqueous mixture was neutralized with an aqueous solution of sodium hydroxide. The precipitated yellow solids were collected by filtration and washed well with water. The solids were dissolved in dichloromethane and dried over an... Procedure details: 3.87 g (7.70 mmol) of methyl (2S)-3-[4-[1-(benzyloxycarbonyl)-4-piperidyloxy]phenyl]-2-(t-butoxycarbonylamino)propionate was dissolved in 77 ml of toluene. 19.3 ml (19.3 mmol) of 1.0 M solution of diisobutylaluminum hydride in hexane was added to the obtained solution at −78° C., and they were stirred for 10 minutes. 10 ml of methanol and 20 ml of saturated aqueous solution of potassium sodium tartrate were added to the resultant mixture, and they were stirred at room temperature for additional ... As a reaction SMILES: [CH2:1]([O:8][C:9]([N:11]1[CH2:16][CH2:15][CH:14]([O:17][C:18]2[CH:23]=[CH:22][C:21]([CH2:24][C@H:25]([NH:30][C:31]([O:33][C:34]([CH3:37])([CH3:36])[CH3:35])=[O:32])[C:26](OC)=O)=[CH:20][CH:19]=2)[CH2:13][CH2:12]1)=[O:10])[C:2]1[CH:7]=[CH:6][CH:5]=[CH:4][CH:3]=1.[H-].C([Al+]CC(C)C)C(C)C.C(C(C(C([O-])=O)O)O)([O-])=O.[Na+].[K+].[Br-].[C:61]([C:63]1[CH:64]=[C:65]([CH:86]=[CH:87][CH:88]=1)[CH2:66][P+](C1C=CC=CC=1)(C1C=CC=CC=1)C1C=CC=CC=1)#[N:62].C1CCN2C(=NCCC2)CC1>C1(C)C=CC=CC=1.CCCCCC.C(O)C.O1CCCC1.C(OCC)(=O)C.CO>[CH2:1]([O:8][C:9]([N:11]1[CH2:12][CH2:13][CH:14]([O:17][C:18]2[CH:19]=[CH:20][C:21]([CH2:24][C@H:25]([NH:30][C:31]([O:33][C:34]([CH3:35])([CH3:37])[CH3:36])=[O:32])[CH:26]=[CH:66][C:65]3[CH:64]=[C:63]([CH:88]=[CH:87][CH:86]=3)[C:61]#[N:62])=[CH:22][CH:23]=2)[CH2:15][CH2:16]1)=[O:10])[C:2]1[CH:3]=[CH:4][CH:5]=[CH:6][CH:7]=1 |f:1.2,3.4.5,6.7|. The solvent is C(C)O (ethanol), O1CCCC1 (tetrahydrofuran), C(C)(=O)OCC (ethyl acetate), CO (methanol), CCCCCC (hexane), C1(=CC=CC=C1)C (toluene). The reactants are [Br-].C(#N)C=1C=C(C[P+](C2=CC=CC=C2)(C2=CC=CC=C2)C2=CC=CC=C2)C=CC1 ((3-cyanobenzyl)triphenylphosphonium bromide), C1CCC2=NCCCN2CC1 (DBU), saturated aqueous solution, C(=O)([O-])C(O)C(O)C(=O)[O-].[Na+].[K+] (potassium sodium tartrate), resultant mixture, solution, [H-].C(C(C)C)[Al+]CC(C)C (diisobutylaluminum hydride), C(C1=CC=CC=C1)OC(=O)N1CCC(CC1)OC1=CC=C(C=C1)C[C@@H](C(=O)OC)NC(=O)OC(C)(C)C (methyl (2S)-3-[4-[1-(benzyloxycarbonyl)-4-piperidyloxy]phenyl]-2-(t-butoxycarbonylamino)propionate), resultant mixture. Product: C(C1=CC=CC=C1)OC(=O)N1CCC(CC1)OC1=CC=C(C=C1)C[C@@H](C=CC=1C=C(C#N)C=CC1)NC(=O)OC(C)(C)C (3-[(3S)-4-[4-[1-(benzyloxycarbonyl)-4-piperidyloxy]phenyl]-3-(t-butoxycarbonylamino)-1-butenyl]benzonitrile). Run at time 10 minute. The reactants are Cl.Cl.ClC1=NN(C=C1NCC)C=1C=NC=CC1 (3-chloro-N-ethyl-1-(pyridin-3-yl)-1H-pyrazol-4-amine dihydrochloride), C1C(C)O1 (propylene oxide), ClCCC(=O)Cl (3-chloropropanoyl chloride). The solvent is C(Cl)Cl (CH2Cl2), C(Cl)Cl (CH2Cl2). Conditions: time 16 hour. Yields the product ClCCC(=O)N(CC)C=1C(=NN(C1)C=1C=NC=CC1)Cl (3-chloro-N-(3-chloro-1-(pyridin-3-yl)-1H-pyrazol-4-yl)-N-ethylpropanamide). Yield: 80.3%. Reaction SMILES: Cl.Cl.[Cl:3][C:4]1[C:8]([NH:9][CH2:10][CH3:11])=[CH:7][N:6]([C:12]2[CH:13]=[N:14][CH:15]=[CH:16][CH:17]=2)[N:5]=1.C1OC1C.[Cl:22][CH2:23][CH2:24][C:25](Cl)=[O:26]>C(Cl)Cl>[Cl:22][CH2:23][CH2:24][C:25]([N:9]([C:8]1[C:4]([Cl:3])=[N:5][N:6]([C:12]2[CH:13]=[N:14][CH:15]=[CH:16][CH:17]=2)[CH:7]=1)[CH2:10][CH3:11])=[O:26] |f:0.1.2|. Procedure: To a stirred solution of 3-chloro-N-ethyl-1-(pyridin-3-yl)-1H-pyrazol-4-amine dihydrochloride (1.00 g, 3.38 mmol) in CH2Cl2 (7 mL) was added propylene oxide (1.00 mL, 13.5 mmol) followed by 3-chloropropanoyl chloride (0.360 mL, 3.72 mmol). This was stirred at room temperature for 16 hours, and then the reaction mixture was then diluted with CH2Cl2 and washed with water. The phases were separated, the organic were dried, concentrated and purified by silica gel chromatography eluting with 0%-50% a... Reactants: N1(C=NC=C1)CCCN (3-Imidazol-1-yl-propylamine), FC1=C(C=O)C=CC=C1 (2-Fluoro-benzaldehyde), C(C)OC(C(CC1=CC=CC=C1)=O)=O (2-Oxo-3-phenyl-propionic acid ethylester). Solvent: C(C)O (ethanol). Conditions: temperature 50 celsius, time 24 hour. Yields the product FC1=C(C=CC=C1)C1C(=C(C(N1CCCN1C=NC=C1)=O)O)C1=CC=CC=C1 (5-(2-Fluoro-phenyl)-3-hydroxy-1-(3-imidazol-1-yl-propyl)-4-phenyl-1,5-dihydro-pyrrol-2-one). RXN SMILES: [N:1]1([CH2:6][CH2:7][CH2:8][NH2:9])[CH:5]=[CH:4][N:3]=[CH:2]1.[F:10][C:11]1[CH:18]=[CH:17][CH:16]=[CH:15][C:12]=1[CH:13]=O.C([O:21][C:22](=O)[C:23](=[O:31])[CH2:24][C:25]1[CH:30]=[CH:29][CH:28]=[CH:27][CH:26]=1)C>C(O)C>[F:10][C:11]1[CH:18]=[CH:17][CH:16]=[CH:15][C:12]=1[CH:13]1[N:9]([CH2:8][CH2:7][CH2:6][N:1]2[CH:5]=[CH:4][N:3]=[CH:2]2)[C:22](=[O:21])[C:23]([OH:31])=[C:24]1[C:25]1[CH:30]=[CH:29][CH:28]=[CH:27][CH:26]=1. Procedure details: 3-Imidazol-1-yl-propylamine (1 mmol) and 2-Fluoro-benzaldehyde (1 mmol) were added to ethanol (5 ml). After 30 min 2-Oxo-3-phenyl-propionic acid ethylester (1 mmol) was added. The reaction was heated to 50° C. and stirred for 24 h. After evaporation of the solvent the residue was purified with chromatographic methods.